This data is from the Open Reaction Database (ORD), a public repository of structured organic reaction records. The task is: describe an organic reaction: reactants, conditions, products, and yield The reactants are 2-R-5-(thiazol-2-ylamino)phenol, BrC=1SC=CN1 (2-bromothiazole), NC=1C=CC(=C(C1)O)C(C)C (5-amino-2-isopropylphenol), Cl (HCl). The solvent is CCO (EtOH). Conditions: temperature 90 celsius, time 24 hour. The product is C(C)(C)C1=C(C=C(C=C1)NC=1SC=CN1)O (2-isopropyl-5-(thiazol-2-ylamino)phenol). Isolated yield 69.0%. As a reaction SMILES: Br[C:2]1[S:3][CH:4]=[CH:5][N:6]=1.[NH2:7][C:8]1[CH:9]=[CH:10][C:11]([CH:15]([CH3:17])[CH3:16])=[C:12]([OH:14])[CH:13]=1.Cl>CCO>[CH:15]([C:11]1[CH:10]=[CH:9][C:8]([NH:7][C:2]2[S:3][CH:4]=[CH:5][N:6]=2)=[CH:13][C:12]=1[OH:14])([CH3:17])[CH3:16]. Procedure details: Following the general procedure for the synthesis of 2-R-5-(thiazol-2-ylamino)phenol, 2-bromothiazole (0.40 mL, 4.48 mmol), 5-amino-2-isopropylphenol (339 mg, 2.24 mmol) and 37% HCl solution (0.37 mL, 4.48 mmol) in 10% aqueous EtOH solution (10 mL) was stirred at 90° C. for 24 h. The title compound was obtained after purification by flash chromatography on silica gel (hexane:EtOAc 7/3) in 69% yield (360 mg). Starting materials: COc1ccc(Cn2nc(NC3CCN(C)CC3)c3c(Oc4ccc(NC(=O)C5CCCCN(c6ccc(F)cc6)C5=O)cc4F)ccnc32)cc1, O=C(O)C(F)(F)F. Yields the product CN1CCC(Nc2n[nH]c3nccc(Oc4ccc(NC(=O)C5CCCCN(c6ccc(F)cc6)C5=O)cc4F)c23)CC1. Reaction SMILES: [CH3:1][O:2][c:3]1[cH:4][cH:5][c:6]([CH2:7][n:8]2[n:9][c:10]([NH:43][CH:44]3[CH2:45][CH2:46][N:47]([CH3:50])[CH2:48][CH2:49]3)[c:11]3[c:12]2[n:13][cH:14][cH:15][c:16]3[O:17][c:18]2[c:19]([F:42])[cH:20][c:21]([NH:24][C:25](=[O:26])[CH:27]3[C:28](=[O:41])[N:29]([c:34]4[cH:35][cH:36][c:37]([F:40])[cH:38][cH:39]4)[CH2:30][CH2:31][CH2:32][CH2:33]3)[cH:22][cH:23]2)[cH:51][cH:52]1.[F:53][C:54]([F:55])([F:56])[C:57]([OH:58])=[O:59]>>[nH:8]1[n:9][c:10]([NH:43][CH:44]2[CH2:45][CH2:46][N:47]([CH3:50])[CH2:48][CH2:49]2)[c:11]2[c:12]1[n:13][cH:14][cH:15][c:16]2[O:17][c:18]1[c:19]([F:42])[cH:20][c:21]([NH:24][C:25](=[O:26])[CH:27]2[C:28](=[O:41])[N:29]([c:34]3[cH:35][cH:36][c:37]([F:40])[cH:38][cH:39]3)[CH2:30][CH2:31][CH2:32][CH2:33]2)[cH:22][cH:23]1. Starting materials: ClC1=C2C=CC(=NC2=NC=C1)CCC (5-Chloro-2-propyl-[1,8]naphthyridine), NC1=C(OC=2C=C(C(=O)N(C)C)C=CC2)C=CC(=C1)Cl (3-(2-Amino-4-chloro-phenoxy)-N,N-dimethyl-benzamide). Run in C(C)O (ethanol). The product is ClC1=CC(=C(OC=2C=C(C(=O)N(C)C)C=CC2)C=C1)NC1=CC=NC2=NC(=CC=C12)CCC (3-[4-Chloro-2-(7-propyl-[1,8]naphthyridin-4-ylamino)-phenoxy]-N,N-dimethyl-benzamide). RXN SMILES: Cl[C:2]1[CH:11]=[CH:10][N:9]=[C:8]2[C:3]=1[CH:4]=[CH:5][C:6]([CH2:12][CH2:13][CH3:14])=[N:7]2.[NH2:15][C:16]1[CH:33]=[C:32]([Cl:34])[CH:31]=[CH:30][C:17]=1[O:18][C:19]1[CH:20]=[C:21]([CH:27]=[CH:28][CH:29]=1)[C:22]([N:24]([CH3:26])[CH3:25])=[O:23]>C(O)C>[Cl:34][C:32]1[CH:31]=[CH:30][C:17]([O:18][C:19]2[CH:20]=[C:21]([CH:27]=[CH:28][CH:29]=2)[C:22]([N:24]([CH3:26])[CH3:25])=[O:23])=[C:16]([NH:15][C:2]2[C:3]3[C:8](=[N:7][C:6]([CH2:12][CH2:13][CH3:14])=[CH:5][CH:4]=3)[N:9]=[CH:10][CH:11]=2)[CH:33]=1. Procedure details: The product from Example 2g (177 mg, 0.86 mmol) was reacted with the product from Example 168d (249 mg, 0.86 mmol) in ethanol (5 mL) at 85° C. in a sealed tube for 18 h giving the crude title compound which was purified by HPLC with TFA providing the product as the trifluoroacetic acid (100 mg, 20.2%). 1H NMR (500 MHz, DMSO-D6) δ ppm: 8.86 (d, J=8.79 Hz, 1H) 8.52 (d, J=6.84 Hz, 1H) 7.74 (d, 1H) 7.72 (d, 1H) 7.60 (dd, J=8.79, 2.93 Hz, 1H) 7.28-7.33 (m, 1H) 7.27 (d, 2H) 7.06 (d, J=7.81 Hz, 1H) 6.9... The reactants are C(C1=CC=CC=C1)N1C(=CC2=C1C=C(C=1N2C(=NN1)C)Cl)C (6-benzyl-4-chloro-1,7-dimethyl-6H-pyrrolo[2,3-e][1,2,4]triazolo[4,3-a]pyridine), C(O)CN (ethanolamine), C(=O)([O-])[O-].[Cs+].[Cs+] (Cs2CO3). The reagents and catalysts are CC(C)C1=CC(=C(C(=C1)C(C)C)C2=C(C=CC(=C2P(C(C)(C)C)C(C)(C)C)OC)OC)C(C)C.CS(=O)(=O)[O-].C1=CC=C([C-]=C1)C2=CC=CC=C2N.[Pd+2] (tBuBrettPhos Pd G3). The solvent is CN1CCCC1=O (NMP), O (Water), CC#N (MeCN). Reaction conditions: temperature 100 celsius. Yields the product C(C1=CC=CC=C1)N1C(=CC2=C1C=C(C=1N2C(=NN1)C)NCCO)C (2-[(6-Benzyl-1,7-dimethyl-6H-pyrrolo[2,3-e][1,2,4]triazolo[4,3-a]pyridin-4-yl)amino]ethanol). As a reaction SMILES: [CH2:1]([N:8]1[C:12]2[CH:13]=[C:14](Cl)[C:15]3[N:16]([C:17]([CH3:20])=[N:18][N:19]=3)[C:11]=2[CH:10]=[C:9]1[CH3:22])[C:2]1[CH:7]=[CH:6][CH:5]=[CH:4][CH:3]=1.[CH2:23]([CH2:25][NH2:26])[OH:24].C([O-])([O-])=O.[Cs+].[Cs+]>CN1C(=O)CCC1.O.CC#N.CC(C1C=C(C(C)C)C(C2C(P(C(C)(C)C)C(C)(C)C)=C(OC)C=CC=2OC)=C(C(C)C)C=1)C.CS([O-])(=O)=O.C1C=[C-]C(C2C(N)=CC=CC=2)=CC=1.[Pd+2]>[CH2:1]([N:8]1[C:12]2[CH:13]=[C:14]([NH:26][CH2:25][CH2:23][OH:24])[C:15]3[N:16]([C:17]([CH3:20])=[N:18][N:19]=3)[C:11]=2[CH:10]=[C:9]1[CH3:22])[C:2]1[CH:7]=[CH:6][CH:5]=[CH:4][CH:3]=1 |f:2.3.4,8.9.10.11|. Reported procedure: A degassed mixture of 6-benzyl-4-chloro-1,7-dimethyl-6H-pyrrolo[2,3-e][1,2,4]triazolo[4,3-a]pyridine (25.0 mg, 0.0804 mmol, Example 228, Step 7), ethanolamine (44 mg, 0.72 mmol, Aldrich), Cs2CO3 (79 mg, 0.24 mmol, Aldrich) and tBuBrettPhos Pd G3 (8.2 mg, 0.0096 mmol, Aldrich) in NMP (1 mL) and Water (38 μL) was heated at 100° C. overnight. Upon cooling, the reaction mixture was diluted with MeCN, filtered and purified via preparative HPLC-MS (Waters XBridge C18, eluting with a gradient of MeCN/H... Reactants: C(C)OC(=O)C=1NC2=C(C(=CC=C2C1)Cl)F (6-chloro-7-fluoro-1H-indole-2-carboxylic acid ethyl ester), C(C)(C)(C)OC(=O)N1S(O[C@H](C1)C)(=O)=O ((S)-5-methyl-2,2-dioxo-[1,2,3]oxathiazolidine-3-carboxylic acid tert-butyl ester). Product: C(C)OC(=O)C=1N(C2=C(C(=CC=C2C1)Cl)F)[C@@H](CNC(=O)OC(C)(C)C)C ((R)-1-(2-tert-Butoxycarbonylamino-1-methyl-ethyl)-6-chloro-7-fluoro-1H-indole-2-carboxylic acid ethyl ester). RXN SMILES: [CH2:1]([O:3][C:4]([C:6]1[NH:7][C:8]2[C:13]([CH:14]=1)=[CH:12][CH:11]=[C:10]([Cl:15])[C:9]=2[F:16])=[O:5])[CH3:2].[C:17]([O:21][C:22]([N:24]1[CH2:28][C@H:27]([CH3:29])OS1(=O)=O)=[O:23])([CH3:20])([CH3:19])[CH3:18]>>[CH2:1]([O:3][C:4]([C:6]1[N:7]([C@H:27]([CH3:29])[CH2:28][NH:24][C:22]([O:21][C:17]([CH3:20])([CH3:19])[CH3:18])=[O:23])[C:8]2[C:13]([CH:14]=1)=[CH:12][CH:11]=[C:10]([Cl:15])[C:9]=2[F:16])=[O:5])[CH3:2]. Reported procedure: The title compound, ISP-MS: m/e=399.4 (M+H+), was prepared in accordance with the general method of example 12b) from 6-chloro-7-fluoro-1H-indole-2-carboxylic acid ethyl ester and (S)-5-methyl-2,2-dioxo-[1,2,3]oxathiazolidine-3-carboxylic acid tert-butyl ester. Starting materials: NC1=C(C(C2=CC(=CC=C2)CNC(=O)OC(C)(C)C)O)C=C(C=C1)Cl (2-amino-5-chloro-α-(3-tert-butoxycarbonylaminomethylphenyl)benzyl alcohol), C(C1=CC=CC=C1)OC1=C(C=O)C=CC=C1 (2-benzyloxybenzaldehyde), C(C)(=O)O (acetic acid), [BH4-].C(#N)[Na] (cyano sodium borohydride). Solvent: CO (methanol). Conditions: temperature 60 celsius, time 40 minute. Yields the product C(C1=CC=CC=C1)OC1=C(CNC2=C(C(C3=CC(=CC=C3)CNC(=O)OC(C)(C)C)O)C=C(C=C2)Cl)C=CC=C1 (2-(2-benzyloxybenzylamino)-5-chloro-α-(3-tert-butoxycarbonylaminomethylphenyl)benzyl alcohol). The yield is 136.3%. RXN SMILES: [NH2:1][C:2]1[CH:24]=[CH:23][C:22]([Cl:25])=[CH:21][C:3]=1[CH:4]([OH:20])[C:5]1[CH:10]=[CH:9][CH:8]=[C:7]([CH2:11][NH:12][C:13]([O:15][C:16]([CH3:19])([CH3:18])[CH3:17])=[O:14])[CH:6]=1.[CH2:26]([O:33][C:34]1[CH:41]=[CH:40][CH:39]=[CH:38][C:35]=1[CH:36]=O)[C:27]1[CH:32]=[CH:31][CH:30]=[CH:29][CH:28]=1.C(O)(=O)C.[BH4-].C([Na])#N>CO>[CH2:26]([O:33][C:34]1[CH:41]=[CH:40][CH:39]=[CH:38][C:35]=1[CH2:36][NH:1][C:2]1[CH:24]=[CH:23][C:22]([Cl:25])=[CH:21][C:3]=1[CH:4]([OH:20])[C:5]1[CH:10]=[CH:9][CH:8]=[C:7]([CH2:11][NH:12][C:13]([O:15][C:16]([CH3:18])([CH3:19])[CH3:17])=[O:14])[CH:6]=1)[C:27]1[CH:28]=[CH:29][CH:30]=[CH:31][CH:32]=1 |f:3.4|. Reported procedure: In methanol (20 ml) were dissolved 2-amino-5-chloro-α-(3-tert-butoxycarbonylaminomethylphenyl)benzyl alcohol (0.5 g) obtained in Example 1 (2) and 2-benzyloxybenzaldehyde (0.7 g). To the solution were added acetic acid (0.15 g) and cyano sodium borohydride (0.16 g). The mixture was stirred for 40 minutes at 60° C. The reaction mixture was concentrated, to which were added water (50 ml) and ethyl acetate (60 ml), followed by subjecting the mixture to extraction. The organic layer was separated, w... Starting materials: N[C@H](CN1C(C2=CC=CC=C2C1=O)=O)CC1CCCCC1 (2-[(2S)-2-amino-3-cyclohexylpropyl]-1H-isoindole-1,3(2H)-dione), BrC1=CC(=C(C(=O)OC)C=C1)CBr (methyl 4-bromo-2-(bromomethyl)benzoate), C(C)(C)N(C(C)C)CC (N,N-diisopropylethylamine), C(CCC)O (1-butanol). Reaction conditions: temperature 140 celsius, time 2 hour. Yields the product BrC=1C=C2CN(C(C2=CC1)=O)[C@H](CN1C(C2=CC=CC=C2C1=O)=O)CC1CCCCC1 (2-[(2S)-2-(5-bromo-1-oxo-1,3-dihydro-2H-isoindol-2-yl)-3-cyclohexylpropyl]-1H-isoindole-1,3(2H)-dione). Isolated yield 54.0%. Reaction SMILES: [NH2:1][C@@H:2]([CH2:15][CH:16]1[CH2:21][CH2:20][CH2:19][CH2:18][CH2:17]1)[CH2:3][N:4]1[C:12](=[O:13])[C:11]2[C:6](=[CH:7][CH:8]=[CH:9][CH:10]=2)[C:5]1=[O:14].[Br:22][C:23]1[CH:32]=[CH:31][C:26]([C:27](OC)=[O:28])=[C:25]([CH2:33]Br)[CH:24]=1.C(N(CC)C(C)C)(C)C.C(O)CCC>>[Br:22][C:23]1[CH:24]=[C:25]2[C:26](=[CH:31][CH:32]=1)[C:27](=[O:28])[N:1]([C@@H:2]([CH2:15][CH:16]1[CH2:21][CH2:20][CH2:19][CH2:18][CH2:17]1)[CH2:3][N:4]1[C:5](=[O:14])[C:6]3[C:11](=[CH:10][CH:9]=[CH:8][CH:7]=3)[C:12]1=[O:13])[CH2:33]2. Procedure: A mixture of 2-[(2S)-2-amino-3-cyclohexylpropyl]-1H-isoindole-1,3(2H)-dione (914.3 mg, 3.193 mmol), methyl 4-bromo-2-(bromomethyl)benzoate (960.0 mg, 3.117 mmol) and N,N-diisopropylethylamine (0.6 mL, 3 mmol) in 1-butanol (4 mL, 40 mmol) was stirred at 140° C. for 2 h under microwave irradiation. Direct purification by combi-flash chromatography afforded 810 mg (54% yield) of the desired product. LC-MS found: 481.1 (M+H)+. Reactants: [Li]CCCC, C1CCOC1, COS(=O)(=O)OC, CC1CC(c2ncc3nccc-3[nH]2)CC(c2ccccc2)N1, Cl. Yields the product CC1CC(c2ncc3nccc-3[nH]2)C(C)C(c2ccccc2)N1. Reaction SMILES: [CH2:24]([Li:25])[CH2:26][CH2:27][CH3:28].[CH2:36]1[O:37][CH2:38][CH2:39][CH2:40]1.[CH3:29][O:30][S:31]([O:32][CH3:33])(=[O:34])=[O:35].[CH3:2][CH:3]1[NH:4][CH:5]([c:18]2[cH:19][cH:20][cH:21][cH:22][cH:23]2)[CH2:6][CH:7]([c:9]2[n:10][cH:11][c:12]3[n:17][cH:16][cH:15][c:13]-3[nH:14]2)[CH2:8]1.[ClH:1]>>[CH3:2][CH:3]1[NH:4][CH:5]([c:18]2[cH:19][cH:20][cH:21][cH:22][cH:23]2)[CH:6]([CH3:24])[CH:7]([c:9]2[n:10][cH:11][c:12]3[n:17][cH:16][cH:15][c:13]-3[nH:14]2)[CH2:8]1. Starting materials: C[O-].[Na+] (sodium methoxide), SCCCCO (4-mercaptobutanol), [BH4-].[Na+] (sodium borohydride), CS(=O)(=O)OCC(COCCCCCCCCCCCCCCCCCC)OC (2-methoxy-3-octadecyloxypropyl methanesulfonate). Solvent: CO (methanol), O1CCCC1 (tetrahydrofuran). Conditions: time 1.5 hour. The product is OCCCCSCC(COCCCCCCCCCCCCCCCCCC)OC (2-methoxy-3-octadecyloxypropyl 4-hydroxybutyl sulfide). RXN SMILES: C[O-].[Na+].[SH:4][CH2:5][CH2:6][CH2:7][CH2:8][OH:9].[BH4-].[Na+].CS(O[CH2:17][CH:18]([O:39][CH3:40])[CH2:19][O:20][CH2:21][CH2:22][CH2:23][CH2:24][CH2:25][CH2:26][CH2:27][CH2:28][CH2:29][CH2:30][CH2:31][CH2:32][CH2:33][CH2:34][CH2:35][CH2:36][CH2:37][CH3:38])(=O)=O>O1CCCC1.CO>[OH:9][CH2:8][CH2:7][CH2:6][CH2:5][S:4][CH2:17][CH:18]([O:39][CH3:40])[CH2:19][O:20][CH2:21][CH2:22][CH2:23][CH2:24][CH2:25][CH2:26][CH2:27][CH2:28][CH2:29][CH2:30][CH2:31][CH2:32][CH2:33][CH2:34][CH2:35][CH2:36][CH2:37][CH3:38] |f:0.1,3.4|. Reported procedure: To 40 ml of a methanol solution of sodium methoxide (1 M solution) are added 3.1 g of 4-mercaptobutanol and 0.5 g of sodium borohydride, to which is added dropwise a solution of 4.36 g of 2-methoxy-3-octadecyloxypropyl methanesulfonate in 40 ml of tetrahydrofuran at room temperature with stirring. The mixture is stirred at room temperature for 14 hours and then at 40° C. for 1.5 hours. The solvent is distilled off under reduced pressure and the residue is acidified with hydrochloric acid and ext...